Dataset: the Open Reaction Database (ORD), a public repository of structured organic reaction records. Task: describe an organic reaction: reactants, conditions, products, and yield The reactants are C(C)OC(CC(C(F)(F)F)CN1CC(CCC1)C1=CC(=CC=C1)C(F)(F)F)=O (4,4,4-trifluoro-3-[3-(3-trifluoromethyl-phenyl)-piperidin-1-ylmethyl]-butyric acid ethyl ester), [OH-].[Na+] (NaOH). Run in C(C)O (ethanol). Conditions: temperature 90 celsius, time 30 minute. Product: FC(C(CC(=O)O)CN1CC(CCC1)C1=CC(=CC=C1)C(F)(F)F)(F)F (4,4,4-trifluoro-3-[3-(3-trifluoromethyl-phenyl)-piperidin-1-ylmethyl]-butyric acid). Yield: 99.1%. Reaction SMILES: C([O:3][C:4](=[O:28])[CH2:5][CH:6]([CH2:11][N:12]1[CH2:17][CH2:16][CH2:15][CH:14]([C:18]2[CH:23]=[CH:22][CH:21]=[C:20]([C:24]([F:27])([F:26])[F:25])[CH:19]=2)[CH2:13]1)[C:7]([F:10])([F:9])[F:8])C.[OH-].[Na+]>C(O)C>[F:10][C:7]([F:8])([F:9])[CH:6]([CH2:11][N:12]1[CH2:17][CH2:16][CH2:15][CH:14]([C:18]2[CH:23]=[CH:22][CH:21]=[C:20]([C:24]([F:25])([F:26])[F:27])[CH:19]=2)[CH2:13]1)[CH2:5][C:4]([OH:28])=[O:3] |f:1.2|. Reported procedure: In a 10 mL pear-shaped flask, 4,4,4-trifluoro-3-[3-(3-trifluoromethyl-phenyl)-piperidin-1-ylmethyl]-butyric acid ethyl ester (130 mg, 316 μmol) and NaOH (237 μl, 474 μmol) were combined with ethanol (6 ml) to give a colorless solution. The reaction mixture was heated at 90° C. and stirred for 30 min. The reaction mixture was concentrated and treated with a saturated solution of NaH2PO4 (20 ml) and extracted with ethyl acetate (2×30 ml). The combined organics were washed with brine and H2O, dried...